Dataset: the Open Reaction Database (ORD), a public repository of structured organic reaction records. Task: describe an organic reaction: reactants, conditions, products, and yield Starting materials: [H-].[H-].[H-].[H-].[Li+].[Al+3] (LiAlH4), C(CC1=CC=CC=C1)OCC(=O)O (2-phenethyloxyacetic acid), O (H2O), [OH-].[K+] (KOH), O (H2O). Run in CCOCC (Et2O), CCOCC (Et2O). Conditions: temperature 0 celsius, time 1 hour. Product: C(CC1=CC=CC=C1)OCCO (2-phenethyloxyethanol). The yield is 67.5%. RXN SMILES: [H-].[H-].[H-].[H-].[Li+].[Al+3].[CH2:7]([O:15][CH2:16][C:17](O)=[O:18])[CH2:8][C:9]1[CH:14]=[CH:13][CH:12]=[CH:11][CH:10]=1.O.[OH-].[K+]>CCOCC>[CH2:7]([O:15][CH2:16][CH2:17][OH:18])[CH2:8][C:9]1[CH:14]=[CH:13][CH:12]=[CH:11][CH:10]=1 |f:0.1.2.3.4.5,8.9|. Procedure details: Under nitrogen atmosphere, at 0° C., to a stirring mixture of LiAlH4 (0.93 g, 24.63 mmol) in dry Et2O (60 mL), 2-phenethyloxyacetic acid (1.1 g, 6.15 mmol) in dry Et2O (6 mL) was added dropwise. The mixture was left to react at rt for 4 h, then at 0° C. H2O (0.93 mL), 3.0 M KOH solution (0.93 mL) and H2O (3.12 mL) were very slowly added. The mixture was stirred at 0° C. for 1 h, filtered to remove the solid residue, and the organic phase dried over Na2SO4. The organic solution was again filtered... Starting materials: CO, Cl, [Li+], C1CCOC1, [OH-], O, O, COC(=O)CCc1ccc(OCc2ccc(CN(CCc3ccccc3)c3nc(-c4ccccc4)cs3)cc2)cc1. The product is O=C(O)CCc1ccc(OCc2ccc(CN(CCc3ccccc3)c3nc(-c4ccccc4)cs3)cc2)cc1. As a reaction SMILES: [CH3:52][OH:53].[ClH:50].[Li+:49].[O:42]1[CH2:43][CH2:44][CH2:45][CH2:46]1.[OH-:48].[OH2:47].[OH2:51].[c:1]1([CH2:7][CH2:8][N:9]([c:10]2[s:11][cH:12][c:13](-[c:15]3[cH:16][cH:17][cH:18][cH:19][cH:20]3)[n:14]2)[CH2:21][c:22]2[cH:23][cH:24][c:25]([CH2:26][O:27][c:28]3[cH:29][cH:30][c:31]([CH2:34][CH2:35][C:36](=[O:37])[O:38][CH3:39])[cH:32][cH:33]3)[cH:40][cH:41]2)[cH:2][cH:3][cH:4][cH:5][cH:6]1>>[c:1]1([CH2:7][CH2:8][N:9]([c:10]2[s:11][cH:12][c:13](-[c:15]3[cH:16][cH:17][cH:18][cH:19][cH:20]3)[n:14]2)[CH2:21][c:22]2[cH:23][cH:24][c:25]([CH2:26][O:27][c:28]3[cH:29][cH:30][c:31]([CH2:34][CH2:35][C:36](=[O:37])[OH:38])[cH:32][cH:33]3)[cH:40][cH:41]2)[cH:2][cH:3][cH:4][cH:5][cH:6]1. The reactants are C(C1=CC=CC=C1)OC1=CC=C2C(=NC=NC2=C1)Cl (7-(benzyloxy)-4-chloroquinazoline), NC=1C=NN(C1)CC(=O)NC1=CC(=CC=C1)F (2-(4-amino-1H-pyrazol-1-yl)-N-(3-fluorophenyl)acetamide). Solvent: CC(=O)N(C)C (dimethylacetamide), C(C)OCC (diethyl ether). Reaction conditions: temperature 90 celsius. Product: Cl.C(C1=CC=CC=C1)OC1=CC=C2C(=NC=NC2=C1)NC=1C=NN(C1)CC(=O)NC1=CC(=CC=C1)F (2-(4-{[7-(benzyloxy)quinazolin-4-yl]amino}-1H-pyrazol-1-yl)-N-(3-fluorophenyl)acetamide hydrochloride). Yield: 81.6%. RXN SMILES: [CH2:1]([O:8][C:9]1[CH:18]=[C:17]2[C:12]([C:13]([Cl:19])=[N:14][CH:15]=[N:16]2)=[CH:11][CH:10]=1)[C:2]1[CH:7]=[CH:6][CH:5]=[CH:4][CH:3]=1.[NH2:20][C:21]1[CH:22]=[N:23][N:24]([CH2:26][C:27]([NH:29][C:30]2[CH:35]=[CH:34][CH:33]=[C:32]([F:36])[CH:31]=2)=[O:28])[CH:25]=1>CC(N(C)C)=O.C(OCC)C>[ClH:19].[CH2:1]([O:8][C:9]1[CH:18]=[C:17]2[C:12]([C:13]([NH:20][C:21]3[CH:22]=[N:23][N:24]([CH2:26][C:27]([NH:29][C:30]4[CH:35]=[CH:34][CH:33]=[C:32]([F:36])[CH:31]=4)=[O:28])[CH:25]=3)=[N:14][CH:15]=[N:16]2)=[CH:11][CH:10]=1)[C:2]1[CH:7]=[CH:6][CH:5]=[CH:4][CH:3]=1 |f:4.5|. Procedure details: A mixture of 7-(benzyloxy)-4-chloroquinazoline (1.94 g, 7.17 mmol) and 2-(4-amino-1H-pyrazol-1-yl)-N-(3-fluorophenyl)acetamide (1.66 g, 7.09 mmol) in dimethylacetamide (25 ml) was heated at 90° C. for 1 hour. The mixture was cooled to room temperature and then diluted with diethyl ether (75 ml) and filtered. The solid was washed with diethyl ether and dried to yield 2-(4-{[7-(benzyloxy)quinazolin-4-yl]amino}-1H-pyrazol-1-yl)-N-(3-fluorophenyl)acetamide hydrochloride (2.92 g, 82% yield) as a yell... The reactants are BrC1=CC=C(C=C1)C=1NC(C=2N(C1)C=CC2)=O (3-(4-bromo-phenyl)-2H-pyrrolo[1,2-a]pyrazin-1-one), CN1N=CC(=C1)B1OC(C(O1)(C)C)(C)C (1-methyl-4-(4,4,5,5-tetramethyl-[1,3,2]dioxaborolan-2-yl)-1H-pyrazole), C(O)([O-])=O.[Na+] (sodium hydrogen carbonate). Reagents/catalysts: C1=CC=C(C=C1)P(C2=CC=CC=C2)C3=CC=CC=C3.C1=CC=C(C=C1)P(C2=CC=CC=C2)C3=CC=CC=C3.Cl[Pd]Cl (bis(triphenylphosphine)-palladium(II)-chloride). The solvent is CN(C)C=O (DMF), O (water), O (water). Run at temperature 40 celsius, time 20 hour. Product: CN1N=CC(=C1)C1=CC=C(C=C1)C=1NC(C=2N(C1)C=CC2)=O (3-[4-(1-methyl-1H-pyrazol-4-yl)phenyl]-2H-pyrrolo[1,2-a]pyrazin-1-one). As a reaction SMILES: Br[C:2]1[CH:7]=[CH:6][C:5]([C:8]2[NH:9][C:10](=[O:17])[C:11]3[N:12]([CH:14]=[CH:15][CH:16]=3)[CH:13]=2)=[CH:4][CH:3]=1.[CH3:18][N:19]1[CH:23]=[C:22](B2OC(C)(C)C(C)(C)O2)[CH:21]=[N:20]1.C(=O)([O-])O.[Na+]>CN(C=O)C.O.C1C=CC(P(C2C=CC=CC=2)C2C=CC=CC=2)=CC=1.C1C=CC(P(C2C=CC=CC=2)C2C=CC=CC=2)=CC=1.Cl[Pd]Cl>[CH3:18][N:19]1[CH:23]=[C:22]([C:2]2[CH:7]=[CH:6][C:5]([C:8]3[NH:9][C:10](=[O:17])[C:11]4[N:12]([CH:14]=[CH:15][CH:16]=4)[CH:13]=3)=[CH:4][CH:3]=2)[CH:21]=[N:20]1 |f:2.3,6.7.8|. Procedure details: Under nitrogen, a suspension of 141 mg (0.486 mmol) 3-(4-bromo-phenyl)-2H-pyrrolo[1,2-a]pyrazin-1-one, 111 mg (0.534 mmol) 1-methyl-4-(4,4,5,5-tetramethyl-[1,3,2]dioxaborolan-2-yl)-1H-pyrazole and 49 mg (0.58 mmol) sodium hydrogen carbonate in 1 ml DMF and 0.5 ml water is heated to 40° C. Then 6.8 mg (0.010 mmol) bis(triphenylphosphine)-palladium(II)-chloride is added. The reaction mixture is heated to 80° C. and stirred at this temperature for 20 hours. The reaction mixture is cooled to room te... Reactants: O.NN (hydrazine hydrate), N1CCCCC1 (piperidine), C=O (formaline), FC(OC1=CC=C(C=C1)C(C(=C)C1=CC=CC=C1)=O)F (4'-difluoromethoxy-2-phenylacrylophenone). Run in C(C)O (ethyl alcohol), C(C)(=O)O (acetic acid), CO (methyl alcohol). Yields the product FC(OC1=CC=C(C=C1)C1=NNCC1C1=CC=CC=C1)F (3-(4-difluoromethoxyphenyl)-4-phenyl-2-pyrazoline). Reaction SMILES: N1CCCCC1.C=O.[F:9][CH:10]([F:28])[O:11][C:12]1[CH:17]=[CH:16][C:15]([C:18](=O)[C:19]([C:21]2[CH:26]=[CH:25][CH:24]=[CH:23][CH:22]=2)=[CH2:20])=[CH:14][CH:13]=1.O.[NH2:30][NH2:31]>C(O)C.CO.C(O)(=O)C>[F:9][CH:10]([F:28])[O:11][C:12]1[CH:17]=[CH:16][C:15]([C:18]2[CH:19]([C:21]3[CH:26]=[CH:25][CH:24]=[CH:23][CH:22]=3)[CH2:20][NH:31][N:30]=2)=[CH:14][CH:13]=1 |f:3.4|. Reported procedure: 17.5 g. of crude Compound No. 10 obtained by Example 3 was added to a mixture comprising 0.9 ml. of piperidine, 0.9 ml. of acetic acid, 25 ml. of 37% formaline and 180 ml. of methyl alcohol, and the mixture was refluxed and reacted for 3 hours. The reaction mixture was concentrated under reduced pressure, and then 150 ml. of water and 200 ml. of chloroform were added thereto for liquid phase separation, whereupon an organic phase was obtained. The organic phase was dried over anhydrous sodium su... The reactants are ClC=1C(=C(C=CC1C#N)NC(=O)N1[C@@H](C[C@H](C1)O)C(=O)OC)C (Methyl (2S,4R)-1-{[(3-Chloro-4-cyano-2-methylphenyl)amino]-carbonyl}-4-hydroxypyrrolidine-2-carboxylate), COC(=O)[C@H]1N(CC[C@@H]1O[Si](C)(C)C(C)(C)C)C(=O)NC1=C(C(=C(C=C1)C#N)Cl)C (Methyl-(2S,3S)-1-{[(3-chloro-4-cyano-2-methylphenyl)amino]-carbonyl}-3-(tert-butyl-dimethylsilanyloxy)-pyrrolidine-2-carboxylate). The product is ClC=1C(=C(C=CC1C#N)NC(=O)N1[C@@H](C[C@H](C1)O[Si](C)(C)C(C)(C)C)C(=O)OC)C (Methyl (2S,4R)-1-{[(3-chloro-4-cyano-2-methylphenyl)amino]-carbonyl}-4-(tert-butyldimethylsilanyloxy)pyrrolidine-2-carboxylate), solid. The yield is 79.0%. RXN SMILES: [Cl:1][C:2]1[C:3]([CH3:23])=[C:4]([NH:10][C:11]([N:13]2[CH2:17][C@H:16]([OH:18])[CH2:15][C@H:14]2[C:19]([O:21][CH3:22])=[O:20])=[O:12])[CH:5]=[CH:6][C:7]=1[C:8]#[N:9].COC([C@@H]1[C@@H](O[Si:34]([C:37]([CH3:40])([CH3:39])[CH3:38])([CH3:36])[CH3:35])CCN1C(NC1C=CC(C#N)=C(Cl)C=1C)=O)=O>>[Cl:1][C:2]1[C:3]([CH3:23])=[C:4]([NH:10][C:11]([N:13]2[CH2:17][C@H:16]([O:18][Si:34]([C:37]([CH3:40])([CH3:39])[CH3:38])([CH3:36])[CH3:35])[CH2:15][C@H:14]2[C:19]([O:21][CH3:22])=[O:20])=[O:12])[CH:5]=[CH:6][C:7]=1[C:8]#[N:9]. Procedure details: The title compound was prepared from compound 56B (150 mg, 0.44 mmol) in a manner analogous to that described for compound 55B to afford a white solid (156.3 mg, 79%), mp 129-131° C. HPLC: 3.38 min (retention time) (Conditions: YMC S-5 C-18 (4.6×250 mm), eluting with 0-100% B, 4 min gradient. (A=90% H2O-10% CH3CN-0.1% TFA and B=10% H2O-90% CH3CN-0.1% TFA); Flow rate at 4 mL/min. UV detection at 220 nm. Chiral HPLC: retention time=9.80 min (99.9%); Conditions: AD (4.6×250 mm); Eluted with 20% iso... Reactants: C1(=CC=CC=C1)C1(CCN(CC1)CCCCN)C1=CC=CC=C1 (4-(4,4-diphenyl-piperidin-1-yl)-butylamine), N1=CC(=CC=C1)C=CC(=O)O (3-(3-pyridyl)-acrylic acid), C1=CN(C=N1)C(=O)N2C=CN=C2 (CDI), O (water). Solvent: C1CCOC1 (THF), C1CCOC1 (THF). Reaction conditions: time 3 hour. Product: C1(=CC=CC=C1)C1(CCN(CC1)CCCCNC(C=CC=1C=NC=CC1)=O)C1=CC=CC=C1 (N-[4-(4,4-Diphenyl-piperidin-1-yl)-butyl]-3-pyridin-3-yl-acrylamide). Reaction SMILES: [N:1]1[CH:6]=[CH:5][CH:4]=[C:3]([CH:7]=[CH:8][C:9]([OH:11])=O)[CH:2]=1.C1N=CN(C(N2C=NC=C2)=O)C=1.[C:24]1([C:30]2([C:41]3[CH:46]=[CH:45][CH:44]=[CH:43][CH:42]=3)[CH2:35][CH2:34][N:33]([CH2:36][CH2:37][CH2:38][CH2:39][NH2:40])[CH2:32][CH2:31]2)[CH:29]=[CH:28][CH:27]=[CH:26][CH:25]=1.O>C1COCC1>[C:24]1([C:30]2([C:41]3[CH:46]=[CH:45][CH:44]=[CH:43][CH:42]=3)[CH2:31][CH2:32][N:33]([CH2:36][CH2:37][CH2:38][CH2:39][NH:40][C:9](=[O:11])[CH:8]=[CH:7][C:3]3[CH:2]=[N:1][CH:6]=[CH:5][CH:4]=3)[CH2:34][CH2:35]2)[CH:25]=[CH:26][CH:27]=[CH:28][CH:29]=1. Procedure details: 2.4 g (16.0 mmol) 3-(3-pyridyl)-acrylic acid and 2.9 g (17.6 mmol) CDI are heated under reflux in 150 ml absolute THF under moisture exclusion. After an hour, this is cooled to RT and 6.0 g (19.2 mmol) 4-(4,4-diphenyl-piperidin-1-yl)-butylamine, dissolved in 25 ml absolute THF, are added dropwise. After addition, this is stirred for a further three hours at RT and left to stand overnight. The mixture is poured into 200 ml water and extracted three times each with 100 ml acetic acid ethyl ester b... Product: CC1(COC2(OCC(CN2C1)(C)C)C)C (3,3,6,6,8a-Pentamethyl-tetrahydro-1,8-dioxa-4a-aza-naphthalene). Procedure: In a glass jar 8.48 grams of 3,3,6,6,8a-pentamethyl-tetrahydro-1,8-dioxa-4a-aza-napthalenes (as prepared in Example 1) was combined with 2.84 grams of propylene glycol monomethylether acetate, 0.92 grams of a 2% dibutyl tin dilaurate solution in ethyl acetate, and 0.11 grams of a BYK 306 and 0.04 grams of Byk 361. To this was added 68.66 grams of a solution of 32.93 grams of Desmodur® XP 2410 (hexamethylene diisocyaante trimer available from Bayer), 31.38 grams of Desmodur® Z4470BA (isophorone d... As a reaction SMILES: [C:1](OC(C)COC)(=O)C.C([O-])(=O)CCCCCCCCCCC.C([O-])(=O)CCCCCCCCCCC.C([Sn+2]CCCC)CCC.O=C=NC1CC(C)(C)[CH2:57][C:52]([CH3:62])([CH2:53][N:54]=[C:55]=O)[CH2:51]1.[C:63]([O:66][CH2:67][CH2:68][CH2:69]C)(=[O:65])[CH3:64]>C(OCC)(=O)C.C(O)(=O)C>[CH3:1][C:68]1([CH3:69])[CH2:55][N:54]2[C:63]([CH3:64])([O:65][CH2:51][C:52]([CH3:62])([CH3:57])[CH2:53]2)[O:66][CH2:67]1 |f:1.2.3|. The solvent is C(C)(=O)O (acetic acid), C(C)(=O)OCC (ethyl acetate). Run at time 30 minute. Starting materials: solution, O=C=NC1CC(CN=C=O)(CC(C1)(C)C)C (isophorone diisocyanate), C(C)(=O)OCCCC (n-butyl acetate), 3,3,6,6,8a-pentamethyl-tetrahydro-1,8-dioxa-4a-aza-napthalenes, C(C)(=O)OC(COC)C (propylene glycol monomethylether acetate), C(CCCCCCCCCCC)(=O)[O-].C(CCCCCCCCCCC)(=O)[O-].C(CCC)[Sn+2]CCCC (dibutyl tin dilaurate). Reactants: CC[C@H]1C[C@H]2C[C@@H]3[C@H]1N(C2)CCC4=C3NC5=C4C=C(C=C5)OC (ibogaine), CC[C@H]1C[C@H]2C[C@@H]3[C@H]1N(C2)CCC4=C3NC5=C4C=C(C=C5)OC (ibogaine), B(Br)(Br)Br.C(Cl)Cl (boron tribromide methylene chloride). Yields the product CC[C@@H]1CC2C[C@H]3C1N(C2)CCC4=C3NC5=C4C=C(C=C5)O (noribogaine). RXN SMILES: [CH3:1][CH2:2][C@@H:3]1[C@@H:8]2[N:9]3[CH2:11][CH2:12][C:13]4[C:17]5[CH:18]=[C:19]([O:22]C)[CH:20]=[CH:21][C:16]=5[NH:15][C:14]=4[C@@H:7]2[CH2:6][C@@H:5]([CH2:10]3)[CH2:4]1.B(Br)(Br)Br.C(Cl)Cl>>[CH3:1][CH2:2][C@H:3]1[CH:8]2[N:9]3[CH2:11][CH2:12][C:13]4[C:17]5[CH:18]=[C:19]([OH:22])[CH:20]=[CH:21][C:16]=5[NH:15][C:14]=4[C@H:7]2[CH2:6][CH:5]([CH2:10]3)[CH2:4]1 |f:1.2|. Procedure: Noribogaine is synthesized by the O-demethylation of ibogaine. This may be accomplished, for example, by reacting ibogaine with boron tribromide/methylene chloride at room temperature and then purifying the product using known procedures. At present, noribogaine may also be obtained from the National Institute on Drug Abuse (Rockville, Md.). The compound has the following structure: The reactants are C(C)(C)N(CC)C(C)C (diisopropylethylamine), FC(C1=CC=C(C=C1)C1NCCC2=C1C=CS2)(F)F (4-(4-Trifluoromethylphenyl)-4,5,6,7-tetrahydro-thieno[3,2-c]pyridine), C(C1=CC(=CC=C1)OC)(=O)Cl (m-anisoyl chloride). Run in ClCCl (dichloromethane). Conditions: time 8 hour. The product is FC(C1=CC=C(C=C1)C1N(CCC2=C1C=CS2)C(=O)C2=CC(=CC=C2)OC)(F)F ([4-(4-Trifluoromethylphenyl)4,5,6,7-tetrahydro-thieno[3,2-c]pyridin-5-yl]-(3-methoxyphenyl)-methanone). RXN SMILES: [F:1][C:2]([F:19])([F:18])[C:3]1[CH:8]=[CH:7][C:6]([CH:9]2[C:14]3[CH:15]=[CH:16][S:17][C:13]=3[CH2:12][CH2:11][NH:10]2)=[CH:5][CH:4]=1.C(N(C(C)C)CC)(C)C.[C:29](Cl)(=[O:38])[C:30]1[CH:35]=[CH:34][CH:33]=[C:32]([O:36][CH3:37])[CH:31]=1>ClCCl>[F:19][C:2]([F:1])([F:18])[C:3]1[CH:4]=[CH:5][C:6]([CH:9]2[C:14]3[CH:15]=[CH:16][S:17][C:13]=3[CH2:12][CH2:11][N:10]2[C:29]([C:30]2[CH:35]=[CH:34][CH:33]=[C:32]([O:36][CH3:37])[CH:31]=2)=[O:38])=[CH:7][CH:8]=1. Reported procedure: 4-(4-Trifluoromethylphenyl)-4,5,6,7-tetrahydro-thieno[3,2-c]pyridine (100 mg, 0.35 mmol) was dissolved in dichloromethane (1 mL) and diisopropylethylamine (0.5 mL) was added. To this solution m-anisoyl chloride (50 μL, 0.35 mmol) was added. The mixture was shaken overnight and evaporated to afford the title compound.